From a dataset of the Open Reaction Database (ORD), a public repository of structured organic reaction records. describe an organic reaction: reactants, conditions, products, and yield Reactants: OC=1C=C2C(CC(OC2=CC1O)(C)C)=O (6,7-dihydroxy-2,2-dimethyl-4-chromanone), [OH-].[Na+] (sodium hydroxide), BrCBr (dibromo-methane). Reagents/catalysts: CCCCCCCC[N+](C)(CCCCCCCC)CCCCCCCC.[Cl-] (Adogen 464). Solvent: O (water), O (water). Product: C1OC=2C=C3C(CC(OC3=CC2O1)(C)C)=O (6,7-methylenedioxy-2,2-dimethyl-4-chromanone). Isolated yield 81.7%. As a reaction SMILES: Br[CH2:2]Br.[OH:4][C:5]1[CH:6]=[C:7]2[C:12](=[CH:13][C:14]=1[OH:15])[O:11][C:10]([CH3:17])([CH3:16])[CH2:9][C:8]2=[O:18].[OH-].[Na+]>CCCCCCCC[N+](CCCCCCCC)(CCCCCCCC)C.[Cl-].O>[CH2:2]1[O:15][C:14]2[CH:13]=[C:12]3[C:7]([C:8](=[O:18])[CH2:9][C:10]([CH3:16])([CH3:17])[O:11]3)=[CH:6][C:5]=2[O:4]1 |f:2.3,4.5|. Reported procedure: A mixture of 20 ml of water, 5.2 g (30 millimole) of dibromo-methane and 0.5 g (1 millimole) of Adogen 464 (Aldrich) is heated to boiling under vigorous stirring. A solution of 4.2 g (20 millimoles) of 6,7-dihydroxy-2,2-dimethyl-4-chromanone and 50 ml of a 5% sodium hydroxide solution is added dropwise within 2 hours and heated to boiling for a further hour. The mixture is diluted with 100 ml of water and extracted twice with 50 ml of chloroform each. The organic layer is washed twice with 50 ml... Reactants: C(CC#N)#N (malononitrile), [N-](C#N)C#N.[Na+] (sodium dicyanamide), CN(C=O)C (dimethyl formamide). Run in CC(CC)O (2-butanol). Reaction conditions: temperature 168 celsius, time 15 minute. Product: NC(=C(C#N)C#N)NC#N (1-amino-1-cyanamido-2,2-dicyanoethylene). Yield: 85.6%. RXN SMILES: [C:1](#[N:5])[CH2:2][C:3]#[N:4].[N-:6]([C:9]#[N:10])[C:7]#[N:8].[Na+].CN(C)C=O>CC(O)CC>[NH2:8][C:7]([NH:6][C:9]#[N:10])=[C:2]([C:1]#[N:5])[C:3]#[N:4] |f:1.2|. Procedure details: To a 250 ml flask is charged 6.6 gm (0.1 mole) of malononitrile, 8.9 gm (0.1 mole) of sodium dicyanamide and 40 ml of dimethyl formamide. The stirred mixture is heated to reflux (168° C.) and held 15 minutes; then cooled to about room temperature. Then 150 ml 2-butanol is added and the stirred mixture is cooled in an ice bath. The solids are filtered, washed with 2-butanol and dried overnight in a vacuum oven. There is obtained 11.4 gm of 1-amino-1-cyanamido-2,2-dicyanoethylene, sodium salt, 81.... Starting materials: C1(CC1)C1=NN=C(S1)N1C(N(CCC1O)C)=O (Tetrahydro-1-(5-cyclopropyl-1,3,4-thiadiazol-2-yl)-3-methyl-6-hydroxy-2(1H)-pyrimidinone), C(C)(=O)OC(C)=O (acetic anhydride), C=1(C(=CC=CC1)S(=O)(=O)O)C (toluenesulfonic acid). Run in C1=CC=CC=C1 (benzene). Reaction conditions: time 2 hour. The product is C1(CC1)C1=NN=C(S1)N1C(N(CCC1OC(C)=O)C)=O (tetrahydro-1-(5-cyclopropyl-1,3,4-thiadiazol-2-yl)-3-methyl-6-acetyloxy-2(1H)-pyrimidinone). RXN SMILES: [CH:1]1([C:4]2[S:8][C:7]([N:9]3[CH:14]([OH:15])[CH2:13][CH2:12][N:11]([CH3:16])[C:10]3=[O:17])=[N:6][N:5]=2)[CH2:3][CH2:2]1.[C:18](OC(=O)C)(=[O:20])[CH3:19].C1(C)C(S(O)(=O)=O)=CC=CC=1>C1C=CC=CC=1>[CH:1]1([C:4]2[S:8][C:7]([N:9]3[CH:14]([O:15][C:18](=[O:20])[CH3:19])[CH2:13][CH2:12][N:11]([CH3:16])[C:10]3=[O:17])=[N:6][N:5]=2)[CH2:2][CH2:3]1. Procedure details: Tetrahydro-1-(5-cyclopropyl-1,3,4-thiadiazol-2-yl)-3-methyl-6-hydroxy-2(1H)-pyrimidinone (0.1 mole), acetic anhydride (0.11 mole), toluenesulfonic acid (0.05 gram) and benzene (100 ml) are charged into a glass reaction vessel equipped with a mechanical stirrer and thermometer. The reaction mixture is heated on a steam bath with stirring for a period of about 2 hours. After this time the reaction mixture is cooled to room temperature and is stripped of solvent under reduced pressure leaving a res... Starting materials: C(C)OC(C=CNC1=C(C=CC=C1)OC)=O (Ethyl3-(2-methoxyphenylamino)acrylate), C(C(C)C)(=O)Cl (isobutyryl chloride), [H-].[Na+] (Sodium hydride). Run in O1CCCC1 (tetrahydrofuran), O1CCCC1 (tetrahydrofuran), O1CCCC1 (tetrahydrofuran), petroleum ether. Yields the product C(C(C)C)(=O)C(C(=O)OCC)=CNC1=C(C=CC=C1)OC (ethyl 2-isobutyryl-3-(2-methoxyphenylamino)acrylate). Isolated yield 77.6%. RXN SMILES: [H-].[Na+].[CH2:3]([O:5][C:6](=[O:18])[CH:7]=[CH:8][NH:9][C:10]1[CH:15]=[CH:14][CH:13]=[CH:12][C:11]=1[O:16][CH3:17])[CH3:4].[C:19](Cl)(=[O:23])[CH:20]([CH3:22])[CH3:21]>O1CCCC1>[C:19]([C:7](=[CH:8][NH:9][C:10]1[CH:15]=[CH:14][CH:13]=[CH:12][C:11]=1[O:16][CH3:17])[C:6]([O:5][CH2:3][CH3:4])=[O:18])(=[O:23])[CH:20]([CH3:22])[CH3:21] |f:0.1|. Procedure details: 50% Sodium hydride (4.8 g, 0.1 mol) was washed with petroleum ether and suspended in dry tetrahydrofuran (50 ml) under nitrogen at -10° C. Ethyl3-(2-methoxyphenylamino)acrylate (22.4 g. 0.1 mol) in dry tetrahydrofuran (70 ml) was added dropwise to the suspension keeping the temperature to below 0° C. Cooling was removed and the mixture was stirred at ambient temperature until a deep orange colour was obtained. The mixture was recooled to -20° C. and treated dropwise with a solution of isobutyryl... The reactants are CCOC(=O)CC(C)=O, Cc1ccccc1, ClCc1ccccc1, Cl, [H-], [Na+]. The product is CCOC(=O)C(Cc1ccccc1)C(C)=O. As a reaction SMILES: [C:3]([CH2:4][C:5](=[O:6])[CH3:7])(=[O:8])[O:9][CH2:10][CH3:11].[CH3:21][c:22]1[cH:23][cH:24][cH:25][cH:26][cH:27]1.[Cl:12][CH2:13][c:14]1[cH:15][cH:16][cH:17][cH:18][cH:19]1.[ClH:20].[H-:1].[Na+:2]>>[C:3]([CH:4]([C:5](=[O:6])[CH3:7])[CH2:13][c:14]1[cH:15][cH:16][cH:17][cH:18][cH:19]1)(=[O:8])[O:9][CH2:10][CH3:11]. The reactants are COC=1C=C(C=C(C1OC)[N+](=O)[O-])C1=NOC=C1C=1C(=NC=CC1)C(F)(F)F (3-(3,4-dimethoxy-5-nitrophenyl)-4-(2-(trifluoromethyl)pyridin-3-yl)isoxazole), B(Br)(Br)Br (boron tribromide), ice water. Solvent: ClCCl (dichloromethane). Reaction conditions: time 18 hour. The product is [N+](=O)([O-])C1=C(C(=CC(=C1)C1=NOC=C1C=1C(=NC=CC1)C(F)(F)F)O)O (3-nitro-5-(4-(2-(trifluoromethyl)pyridin-3-yl)isoxazol-3-yl)benzene-1,2-diol). Reaction SMILES: C[O:2][C:3]1[CH:4]=[C:5]([C:14]2[C:18]([C:19]3[C:20]([C:25]([F:28])([F:27])[F:26])=[N:21][CH:22]=[CH:23][CH:24]=3)=[CH:17][O:16][N:15]=2)[CH:6]=[C:7]([N+:11]([O-:13])=[O:12])[C:8]=1[O:9]C.B(Br)(Br)Br>ClCCl>[N+:11]([C:7]1[CH:6]=[C:5]([C:14]2[C:18]([C:19]3[C:20]([C:25]([F:28])([F:27])[F:26])=[N:21][CH:22]=[CH:23][CH:24]=3)=[CH:17][O:16][N:15]=2)[CH:4]=[C:3]([OH:2])[C:8]=1[OH:9])([O-:13])=[O:12]. Procedure details: 3-(3,4-dimethoxy-5-nitrophenyl)-4-(2-(trifluoromethyl)pyridin-3-yl)isoxazole (0.79 g, 2 mmol) was taken up in dichloromethane (15 mL) and the yellowish suspension was cooled to −78° C. under argon whereupon boron tribromide (4.5 g, 18 mmol) was added dropwise. The reddish reaction mixture was allowed to warm to room temperature and stirred for 18 hours, then carefully poured into ice-water (100 mL) and allowed to stir for 1 hour. The yellow precipitate was filtered off, washed with water and dri...